From a dataset of the Open Reaction Database (ORD), a public repository of structured organic reaction records. describe an organic reaction: reactants, conditions, products, and yield Reactants: Cc1c(CCO)sc[n+]1Cc1ccccc1, CCOCC, C=CC(=O)CC, [Cl-], O=Cc1ccc(F)cc1. Product: CCC(=O)CCC(=O)c1ccc(F)cc1. Reaction SMILES: [CH2:17]([n+:18]1[c:19]([CH3:20])[c:21]([CH2:22][CH2:23][OH:24])[s:25][cH:26]1)[c:27]1[cH:28][cH:29][cH:30][cH:31][cH:32]1.[CH2:33]([O:34][CH2:35][CH3:36])[CH3:37].[CH:10](=[CH2:11])[C:12](=[O:13])[CH2:14][CH3:15].[Cl-:16].[F:1][c:2]1[cH:3][cH:4][c:5]([CH:6]=[O:7])[cH:8][cH:9]1>>[F:1][c:2]1[cH:3][cH:4][c:5]([C:6](=[O:7])[CH2:11][CH2:10][C:12](=[O:13])[CH2:14][CH3:15])[cH:8][cH:9]1. Reactants: CO, CC1CCCC(C)C1=O, N, O. RXN SMILES: [CH3:12][OH:13].[CH3:3][CH:4]1[C:5](=[O:11])[CH:6]([CH3:10])[CH2:7][CH2:8][CH2:9]1.[NH3:1].[O:2]>>[N:1]#[C:5][CH:4]([CH3:3])[CH2:9][CH2:8][CH2:7][C:6]([CH3:10])=[O:13]. Product: CC(=O)CCCC(C)C#N.